The task is: describe an organic reaction: reactants, conditions, products, and yield. This data is from the Open Reaction Database (ORD), a public repository of structured organic reaction records. Reactants: C(C)(C)(C)OC(=O)N1CCNCC1 (piperazine-1-carboxylic acid tert-butyl ester), ClC=1C=C(C=O)C=CC1 (3-chlorobenzaldehyde), CC(=O)O (HOAc), [BH-](OC(=O)C)(OC(=O)C)OC(=O)C.[Na+] (NaBH(OAc)3), 3d, [OH-].[Na+] (NaOH). The solvent is ClC(C)Cl (dichloroethane), CCOC(=O)C (EtOAc). Product: C(C)(C)(C)OC(=O)N1CCN(CC1)CC1=CC(=CC=C1)Cl (4-(3-Chlorobenzyl)-piperazine-1-carboxylic acid tert-butyl ester). Yield: 87.4%. Reaction SMILES: [C:1]([O:5][C:6]([N:8]1[CH2:13][CH2:12][NH:11][CH2:10][CH2:9]1)=[O:7])([CH3:4])([CH3:3])[CH3:2].[Cl:14][C:15]1[CH:16]=[C:17]([CH:20]=[CH:21][CH:22]=1)[CH:18]=O.CC(O)=O.[BH-](OC(C)=O)(OC(C)=O)OC(C)=O.[Na+].[OH-].[Na+]>ClC(Cl)C.CCOC(C)=O>[C:1]([O:5][C:6]([N:8]1[CH2:13][CH2:12][N:11]([CH2:18][C:17]2[CH:20]=[CH:21][CH:22]=[C:15]([Cl:14])[CH:16]=2)[CH2:10][CH2:9]1)=[O:7])([CH3:4])([CH3:2])[CH3:3] |f:3.4,5.6|. Procedure: To a solution of piperazine-1-carboxylic acid tert-butyl ester (4.00 g, 21.5 mmol) in dry dichloroethane (70 mL) are added 3-chlorobenzaldehyde (2.49 mL, 3.08 g, 21.9 mmol), HOAc (2.58 mL, 2.71 g, 45.1 mmol) and NaBH(OAc)3 (5.46 g, 25.8 mmol) at ambient temperature. After stirring at ambient temperature for 3d, 2N NaOH (40 mL) is added, the layers are separated, and the aqueous layer is extracted with CH2Cl2 (4×50 mL). The combined organic extracts are washed with water (3×50 mL) and brine (80 m... Reactants: ClC1=NC2=CC=CC(=C2C(N1CC(=O)OCC)C)C (2-chloro-3-(carbethoxymethyl)-4,5-dimethyl-3,4-dihydroquinazoline), N (ammonia). Solvent: C(C)O (ethanol), C(C)O (ethanol). Reaction conditions: time 16 hour. The product is CC1N2C(=NC3=CC=CC(=C13)C)NC(C2)=O (5,6-dimethyl-1,2,3,5-tetrahydroimidazo[2,1-b]quinazolin-2-one). The yield is 69.1%. RXN SMILES: Cl[C:2]1[N:11]([CH2:12][C:13]([O:15]CC)=O)[CH:10]([CH3:18])[C:9]2[C:4](=[CH:5][CH:6]=[CH:7][C:8]=2[CH3:19])[N:3]=1.[NH3:20]>C(O)C>[CH3:18][CH:10]1[C:9]2[C:4](=[CH:5][CH:6]=[CH:7][C:8]=2[CH3:19])[N:3]=[C:2]2[NH:20][C:13](=[O:15])[CH2:12][N:11]12. Procedure details: To a solution of 4.3 g (15.4 mmole) of 2-chloro-3-(carbethoxymethyl)-4,5-dimethyl-3,4-dihydroquinazoline in 50 ml of absolute ethanol was added a solution of 2.0 g (120 mmole) of ammonia in 25 ml of absolute ethanol, the system was stoppered and immersed in an oil bath (100°). After 16 hrs. of heating, the solution was cooled, the solvent removed in vacuo and the residue crystallized from 1N hydrochloride acid affording 2.29 g (59% yield) of yellow crystals mp 235°-40°. Starting materials: N#Cc1ccc(C=O)cc1, O=C([O-])O, NCc1ccc(Cl)cc1, [Na+]. The product is N#Cc1ccc(CNCc2ccc(Cl)cc2)cc1. RXN SMILES: [C:10](#[N:11])[c:12]1[cH:13][cH:14][c:15]([CH:16]=[O:17])[cH:18][cH:19]1.[C:20](=[O:21])([OH:22])[O-:23].[Cl:1][c:2]1[cH:3][cH:4][c:5]([CH2:6][NH2:7])[cH:8][cH:9]1.[Na+:24]>>[Cl:1][c:2]1[cH:3][cH:4][c:5]([CH2:6][NH:7][CH2:16][c:15]2[cH:14][cH:13][c:12]([C:10]#[N:11])[cH:19][cH:18]2)[cH:8][cH:9]1. Reactants: 4-Trans-methyl-cyclohexylamine, C([O-])([O-])=O.[K+].[K+] (potassium carbonate), C(C)#N (acetonitrile), BrCCCOCC1=CC=CC=C1 ((3-bromo-propoxymethyl)-benzene), C(C)#N (acetonitrile). Yields the product C(C1=CC=CC=C1)OCCCNC1CCC(CC1)C ((3-benzyloxy-propyl)-(4-methyl-cyclohexyl)-amine). As a reaction SMILES: C(=O)([O-])[O-].[K+].[K+].Br[CH2:8][CH2:9][CH2:10][O:11][CH2:12][C:13]1[CH:18]=[CH:17][CH:16]=[CH:15][CH:14]=1.[C:19](#[N:21])[CH3:20]>>[CH2:12]([O:11][CH2:10][CH2:9][CH2:8][NH:21][CH:19]1[CH2:15][CH2:14][CH:13]([CH3:18])[CH2:12][CH2:20]1)[C:13]1[CH:18]=[CH:17][CH:16]=[CH:15][CH:14]=1 |f:0.1.2|. Reported procedure: 4-Trans-methyl-cyclohexylamine (6.65 g, 44.4 mmol) and potassium carbonate (12.3 g, 88.8 mmol) in acetonitrile (50 mL) was heated to reflux before a solution of (3-bromo-propoxymethyl)-benzene (10.2 g, 44.4 mmol) in acetonitrile (25 mL) over a period of 30 min. The reaction mixture was refluxed for 2 hours before the solvent was removed in vacuo. The residue was divided between diethyl ether (100 mL) and aqueous sodium hydroxide (1N, 50 mL). The organic phase was dried (MgSO4), filtered and conc... Starting materials: COC(=O)c1cc(Nc2cc(C)[nH]n2)nc(N2CCCC2c2cc(-c3ccccn3)no2)n1, CO, NCCO. Product: Cc1cc(Nc2cc(C(=O)NCCO)nc(N3CCCC3c3cc(-c4ccccn4)no3)n2)n[nH]1. As a reaction SMILES: [CH3:1][O:2][C:3](=[O:4])[c:5]1[cH:6][c:7]([NH:27][c:28]2[n:29][nH:30][c:31]([CH3:33])[cH:32]2)[n:8][c:9]([N:11]2[CH:12]([c:16]3[cH:17][c:18](-[c:21]4[n:22][cH:23][cH:24][cH:25][cH:26]4)[n:19][o:20]3)[CH2:13][CH2:14][CH2:15]2)[n:10]1.[CH3:38][OH:39].[NH2:34][CH2:35][CH2:36][OH:37]>>[C:3](=[O:4])([c:5]1[cH:6][c:7]([NH:27][c:28]2[n:29][nH:30][c:31]([CH3:33])[cH:32]2)[n:8][c:9]([N:11]2[CH:12]([c:16]3[cH:17][c:18](-[c:21]4[n:22][cH:23][cH:24][cH:25][cH:26]4)[n:19][o:20]3)[CH2:13][CH2:14][CH2:15]2)[n:10]1)[NH:34][CH2:35][CH2:36][OH:37].